This data is from the Open Reaction Database (ORD), a public repository of structured organic reaction records. The task is: describe an organic reaction: reactants, conditions, products, and yield Starting materials: NCCCCCSC=1NC2=C(N1)C=CC=C2 (2-(5-Aminopentylthio)benzimidazole), ClC=1SC2=C(N1)C=CC=C2 (2-chloro-benzothiazole). The solvent is C(C)(C)O (isopropanol). Yields the product S1C(=NC2=C1C=CC=C2)NCCCCCSC=2NC1=C(N2)C=CC=C1 (2-(5-(2-Benzothiazolylamino)pentylthio)benzimidazole). The yield is 43.3%. RXN SMILES: [NH2:1][CH2:2][CH2:3][CH2:4][CH2:5][CH2:6][S:7][C:8]1[NH:9][C:10]2[CH:16]=[CH:15][CH:14]=[CH:13][C:11]=2[N:12]=1.Cl[C:18]1[S:19][C:20]2[CH:26]=[CH:25][CH:24]=[CH:23][C:21]=2[N:22]=1>C(O)(C)C>[S:19]1[C:20]2[CH:26]=[CH:25][CH:24]=[CH:23][C:21]=2[N:22]=[C:18]1[NH:1][CH2:2][CH2:3][CH2:4][CH2:5][CH2:6][S:7][C:8]1[NH:12][C:11]2[CH:13]=[CH:14][CH:15]=[CH:16][C:10]=2[N:9]=1. Reported procedure: 0.6 g of the compound obtained in Example 17c and 0.34 g of 2-chloro-benzothiazole were refluxed for 23 hours in 15 ml of isopropanol. The reaction mixture was cooled to room temperature, and the solvent was evaporated under reduced pressure. The resulting residue was purified by silica gel column chromatography (ethyl acetate:hexane) to obtain 0.32 g of the title compound (yield: 43%).